From a dataset of the Open Reaction Database (ORD), a public repository of structured organic reaction records. describe an organic reaction: reactants, conditions, products, and yield Starting materials: Cc1c(Br)ccc(F)c1F, CC(C)[Mg+], [Cl-], O=C=O, C1CCOC1. RXN SMILES: [Br:1][c:2]1[c:3]([CH3:10])[c:4]([F:9])[c:5]([F:8])[cH:6][cH:7]1.[CH:12]([Mg+:13])([CH3:14])[CH3:15].[Cl-:11].[O:16]=[C:17]=[O:18].[O:19]1[CH2:20][CH2:21][CH2:22][CH2:23]1>>[c:2]1([C:17](=[O:16])[OH:18])[c:3]([CH3:10])[c:4]([F:9])[c:5]([F:8])[cH:6][cH:7]1. The product is Cc1c(C(=O)O)ccc(F)c1F. Starting materials: [N+](=O)(O)[O-] (nitric acid), COC=1C=C(C#N)C=CC1OC (3,4-dimethoxybenzonitrile). Run in ice. Conditions: time 2 hour. Yields the product [N+](=O)([O-])C1=C(C#N)C=C(C(=C1)OC)OC (2-nitro-4,5-dimethoxybenzonitrile). The yield is 98.0%. Reaction SMILES: [N+:1]([O-:4])(O)=[O:2].[CH3:5][O:6][C:7]1[CH:8]=[C:9]([CH:12]=[CH:13][C:14]=1[O:15][CH3:16])[C:10]#[N:11]>>[N+:1]([C:12]1[CH:13]=[C:14]([O:15][CH3:16])[C:7]([O:6][CH3:5])=[CH:8][C:9]=1[C:10]#[N:11])([O-:4])=[O:2]. Reported procedure: To a nitric acid (40 mL) in ice bath was added 3,4-dimethoxybenzonitrile (5.0 g, 30.6 mmol) and was allowed to stir for 2 hours. Then the solution was gradually returned to room temperature. To this solution was added ice (200 mL) to get light yellow precipitate which was then collected by filtration to give 6.25 g (98%) of 2-nitro-4,5-dimethoxybenzonitrile. 1H NMR (100 MHz, DMSO-d6): δ3.69 (s, 3H, CH3), 3.90 (s, 3H, CH3), 7.53 (s, 1H, Ar--H), 7.75 (s, 1H, Ar--H). ms: m/z 208 (M+), 192 (M+ -16),... Starting materials: N=C(N)c1cnccc1N, C[Al](C)C, Cc1ccccc1, ClC(Cl)Cl, [Cl-], N#Cc1cnccc1N, [NH4+]. The product is N=C(N)c1cnccc1N, Cl. Reaction SMILES: [C:1]([NH2:2])(=[NH:3])[c:4]1[cH:5][n:6][cH:7][cH:8][c:9]1[NH2:10].[CH3:13][Al:14]([CH3:15])[CH3:16].[CH3:26][c:27]1[cH:28][cH:29][cH:30][cH:31][cH:32]1.[CH:33]([Cl:34])([Cl:35])[Cl:36].[Cl-:11].[NH2:17][c:18]1[cH:19][cH:20][n:21][cH:22][c:23]1[C:24]#[N:25].[NH4+:12]>>[C:1](=[NH:2])([NH2:3])[c:4]1[cH:5][n:6][cH:7][cH:8][c:9]1[NH2:10].[ClH:11]. Starting materials: Cl(=O)(=O)(=O)O (perchloric acid), C(C)(=O)OC(C)=O (acetic anhydride). The solvent is C(C)(=O)O (acetic acid), C(C)(=O)O (acetic acid). Reaction conditions: time 3 day. Product: Cl(=O)(=O)(=O)O.C(C)(=O)O (perchloric acid acetic acid). Reaction SMILES: [Cl:1]([OH:5])(=[O:4])(=[O:3])=[O:2].[C:6]([O:9]C(=O)C)(=[O:8])[CH3:7]>C(O)(=O)C>[Cl:1]([OH:5])(=[O:4])(=[O:3])=[O:2].[C:6]([OH:9])(=[O:8])[CH3:7] |f:3.4|. Reported procedure: 0.1 g Crystal Violet is dissolved in 100 mL acetic acid to obtain a Crystal Violet solution. 8.5 mL perchloric acid is slowly added with mixing to a solution that has been preliminarily prepared by mixing 500 mL acetic acid with 200 mL acetic anhydride. This is brought to a total of 1 L by the addition of acetic acid and is then allowed to stand for 3 days to give a perchloric acid/acetic acid solution. The factor for this perchloric acid/acetic acid solution is determined as follows: 0.1 g pota... Reactants: [Br-], CCCC[N+](CCCC)(CCCC)CCCC, CC1(CCl)COC1, [N-]=[N+]=[N-], [Na+], O. The product is CC1(CN=[N+]=[N-])COC1. RXN SMILES: [Br-:12].[CH2:13]([N+:14]([CH2:15][CH2:16][CH2:17][CH3:18])([CH2:19][CH2:20][CH2:21][CH3:22])[CH2:23][CH2:24][CH2:25][CH3:26])[CH2:27][CH2:28][CH3:29].[Cl:1][CH2:2][C:3]1([CH3:7])[CH2:4][O:5][CH2:6]1.[N-:9]=[N+:10]=[N-:11].[Na+:8].[OH2:30]>>[CH2:2]([C:3]1([CH3:7])[CH2:4][O:5][CH2:6]1)[N:9]=[N+:10]=[N-:11]. Procedure: By treating the product of Example 25 with benzoyl bromide according to the procedure of Example 2, 3,9-diethyl-3,11-dihydro-11-benzoyl-6H-pyrazolo[1,5-a]pyrazolo-[4',3':5,6]pyrido[4,3-d]pyrimidin-6-one is obtained. The product is C(C)N1N=CC2=C1N=CC1=C2N(C=2N(C1=O)N=C(C2)CC)C(C2=CC=CC=C2)=O (3,9-diethyl-3,11-dihydro-11-benzoyl-6H-pyrazolo[1,5-a]pyrazolo-[4',3':5,6]pyrido[4,3-d]pyrimidin-6-one). Reaction SMILES: [CH2:1]([N:3]1[C:7]2[N:8]=[CH:9][C:10]3[C:15](=[O:16])[N:14]4[N:17]=[C:18]([CH2:20][CH3:21])[CH:19]=[C:13]4[NH:12][C:11]=3[C:6]=2[CH:5]=[N:4]1)[CH3:2].[C:22](Br)(=[O:29])[C:23]1[CH:28]=[CH:27][CH:26]=[CH:25][CH:24]=1>>[CH2:1]([N:3]1[C:7]2[N:8]=[CH:9][C:10]3[C:15](=[O:16])[N:14]4[N:17]=[C:18]([CH2:20][CH3:21])[CH:19]=[C:13]4[N:12]([C:22](=[O:29])[C:23]4[CH:28]=[CH:27][CH:26]=[CH:25][CH:24]=4)[C:11]=3[C:6]=2[CH:5]=[N:4]1)[CH3:2]. Reactants: C(C)N1N=CC2=C1N=CC1=C2NC=2N(C1=O)N=C(C2)CC (3,9-diethyl-3,11-dihydro-6H-pyrazolo[1,5-a]pyrazolo[4',3':5,6]pyrido-[4,3-d]pyrimidin-6-one), C(C1=CC=CC=C1)(=O)Br (benzoyl bromide).